From a dataset of the Open Reaction Database (ORD), a public repository of structured organic reaction records. describe an organic reaction: reactants, conditions, products, and yield Product: C(C)OC(=O)N1[C@@H](C[C@@H](C2=NC(=CC=C12)OC)NC1=NC=C(C(=N1)CC1=CC(=CC(=C1)C(F)(F)F)C(F)(F)F)NCCCCC(=O)OCC)CC ((2R,4S)-4-([3,5-bis(trifluoromethyl)benzyl]-{5-[(3-ethoxycarbonylpropyl)-methyl]aminopyrimidin-2-yl})amino-2-ethyl-6-methoxy-3,4-dihydro-2H-[1,5]naphthyridine-1-carboxylic acid ethyl ester). Conditions: temperature 50 celsius, time 2 hour. Reaction SMILES: [CH2:1]([O:3][C:4]([N:6]1[C:15]2[C:10](=[N:11][C:12]([O:16][CH3:17])=[CH:13][CH:14]=2)[C@@H:9]([NH:18][C:19]2[N:24]=[C:23]([CH2:25][C:26]3[CH:31]=[C:30]([C:32]([F:35])([F:34])[F:33])[CH:29]=[C:28]([C:36]([F:39])([F:38])[F:37])[CH:27]=3)[C:22]([NH:40][CH3:41])=[CH:21][N:20]=2)[CH2:8][C@H:7]1[CH2:42][CH3:43])=[O:5])[CH3:2].Br[CH2:45][CH2:46][CH2:47][C:48]([O:50][CH2:51][CH3:52])=[O:49].C(=O)([O-])[O-].[K+].[K+]>CN(C)C=O>[CH2:1]([O:3][C:4]([N:6]1[C:15]2[C:10](=[N:11][C:12]([O:16][CH3:17])=[CH:13][CH:14]=2)[C@@H:9]([NH:18][C:19]2[N:24]=[C:23]([CH2:25][C:26]3[CH:31]=[C:30]([C:32]([F:35])([F:34])[F:33])[CH:29]=[C:28]([C:36]([F:38])([F:39])[F:37])[CH:27]=3)[C:22]([NH:40][CH2:41][CH2:45][CH2:46][CH2:47][C:48]([O:50][CH2:51][CH3:52])=[O:49])=[CH:21][N:20]=2)[CH2:8][C@H:7]1[CH2:42][CH3:43])=[O:5])[CH3:2] |f:2.3.4|. Reported procedure: (2R,4S)-4-{[3,5-Bis(trifluoromethyl)benzyl]-(5-methylaminopyrimidin-2-yl)}amino-2-ethyl-6-methoxy-3,4-dihydro-2H-[1,5]naphthyridine-1-carboxylic acid ethyl ester (150 mg) is dissolved in N,N-dimethylformamide (5 ml), and thereto are added ethyl 4-bromobutyrate (13 μl) and potassium carbonate (50 mg). The mixture is heated at 50° C. and stirred for 2 hours. The reaction solution is cooled to room temperature, and partitioned by adding a saturated aqueous sodium hydrogen carbonate solution and eth... Solvent: CN(C=O)C (N,N-dimethylformamide). Starting materials: BrCCCC(=O)OCC (ethyl 4-bromobutyrate), C([O-])([O-])=O.[K+].[K+] (potassium carbonate), C(C)OC(=O)N1[C@@H](C[C@@H](C2=NC(=CC=C12)OC)NC1=NC=C(C(=N1)CC1=CC(=CC(=C1)C(F)(F)F)C(F)(F)F)NC)CC ((2R,4S)-4-{[3,5-Bis(trifluoromethyl)benzyl]-(5-methylaminopyrimidin-2-yl)}amino-2-ethyl-6-methoxy-3,4-dihydro-2H-[1,5]naphthyridine-1-carboxylic acid ethyl ester). Starting materials: S1C(=S)NC(=O)C1 (rhodanine), COC=1C=C(C=CC1OC)C=CC(CCC)=O (1-(3,4-dimethoxyphenyl)-1-hexen-3-one), C(C)(=O)[O-].[NH4+] (ammonium acetate), C1(=CC=CC=C1)C (toluene). Run in O (water). Yields the product C(CC)C(C=C1C(NC(S1)=S)=O)=CC1=CC(=C(C=C1)OC)OC (5-(α-propyl-3,4-dimethoxycinnamylidene)-4-oxo-2-thioxothiazolidine). As a reaction SMILES: [S:1]1[CH2:7][C:5](=[O:6])[NH:4][C:2]1=[S:3].[CH3:8][O:9][C:10]1[CH:11]=[C:12]([CH:18]=[CH:19][C:20](=O)[CH2:21][CH2:22]C)[CH:13]=[CH:14][C:15]=1[O:16][CH3:17].[C:25]([O-])(=O)C.[NH4+].C1(C)C=CC=CC=1>O>[CH2:20]([C:19](=[CH:18][C:12]1[CH:13]=[CH:14][C:15]([O:16][CH3:17])=[C:10]([O:9][CH3:8])[CH:11]=1)[CH:25]=[C:7]1[S:1][C:2](=[S:3])[NH:4][C:5]1=[O:6])[CH2:21][CH3:22] |f:2.3|. Procedure: A mixture of 1.46 g (0.011 mol) of rhodanine, 2.34 g (0.01 mol) of 1-(3,4-dimethoxyphenyl)-1-hexen-3-one, 0.77 g (0.01 mol) of ammonium acetate and 20 ml of toluene was heated under reflux for 8 hours. After cooling, 100 of water were added to the reaction mixture, and the layers were then extracted with chloroform (80 ml×3). A chloroform layer was washed twice with water and once with a saturated aqueous solution of sodium chloride. The chloroform layer was dried over magnesium sulfate and then... Reactants: CCC=CCC=CCC=CCCCCCCCC=C(C)C(=O)OCC, CO, Cl, [Li+], [OH-], O. Yields the product CCC=CCC=CCC=CCCCCCCCC=C(C)C(=O)O. As a reaction SMILES: [CH3:1][C:2]([C:3](=[O:4])[O:5][CH2:6][CH3:7])=[CH:8][CH2:9][CH2:10][CH2:11][CH2:12][CH2:13][CH2:14][CH2:15][CH:16]=[CH:17][CH2:18][CH:19]=[CH:20][CH2:21][CH:22]=[CH:23][CH2:24][CH3:25].[CH3:29][OH:30].[ClH:28].[Li+:27].[OH-:26].[OH2:31]>>[CH3:1][C:2]([C:3](=[O:4])[OH:5])=[CH:8][CH2:9][CH2:10][CH2:11][CH2:12][CH2:13][CH2:14][CH2:15][CH:16]=[CH:17][CH2:18][CH:19]=[CH:20][CH2:21][CH:22]=[CH:23][CH2:24][CH3:25].